Dataset: the Open Reaction Database (ORD), a public repository of structured organic reaction records. Task: describe an organic reaction: reactants, conditions, products, and yield Reactants: COC(C1=CC(=CC(=C1)O)OCOC)=O (5-hydroxy-3-methoxymethoxybenzoic acid methyl ester), NC1=NN(C=C1)C (3-amino-1-methyl-1H-pyrazole), BrC1=CC=C(C=C1)S(N(C)C)(=O)=O (4-bromo-dimethylsulfamoylbenzene), O([Si](C)(C)C(C)(C)C)C[C@@H](C)O ((2R)-1-(t-butyldimethylsiloxy)-2-hydroxypropane). The product is CN(S(=O)(=O)C1=CC=C(OC=2C=C(C(=O)NC3=NN(C=C3)C)C=C(C2)OC(CO)C)C=C1)C (3-(4-dimethylsulfamoylphenoxy)-5-(2-hydroxy-1-methyl-ethoxy)-N-(1-methyl-1H-pyrazol-3-yl)benzamide). As a reaction SMILES: CO[C:3](=[O:15])[C:4]1[CH:9]=[C:8]([OH:10])[CH:7]=[C:6](OCOC)[CH:5]=1.Br[C:17]1[CH:22]=[CH:21][C:20]([S:23](=[O:28])(=[O:27])[N:24]([CH3:26])[CH3:25])=[CH:19][CH:18]=1.[O:29]([CH2:37][C@H:38]([OH:40])[CH3:39])[Si](C(C)(C)C)(C)C.[NH2:41][C:42]1[CH:46]=[CH:45][N:44]([CH3:47])[N:43]=1>>[CH3:25][N:24]([CH3:26])[S:23]([C:20]1[CH:21]=[CH:22][C:17]([O:10][C:8]2[CH:9]=[C:4]([CH:5]=[C:6]([O:40][CH:38]([CH3:39])[CH2:37][OH:29])[CH:7]=2)[C:3]([NH:41][C:42]2[CH:46]=[CH:45][N:44]([CH3:47])[N:43]=2)=[O:15])=[CH:18][CH:19]=1)(=[O:28])=[O:27]. Procedure: The compound of Production Example 157 was obtained as a white amorphous substance using 5-hydroxy-3-methoxymethoxybenzoic acid methyl ester, 4-bromo-dimethylsulfamoylbenzene, (2R)-1-(t-butyldimethylsiloxy)-2-hydroxypropane and 3-amino-1-methyl-1H-pyrazole, by the same method as in Production Example 42, a corresponding method, or a combination thereof with an ordinary method. Reactants: COC1=CC2=C(N(N=C2C=C1OC)COCC[Si](C)(C)C)C(C)=O (1-(5,6-dimethoxy-2-((2-(trimethylsilyl)ethoxy)methyl)-2H-indazol-3-yl]ethanone), solution, CCCC[N+](CCCC)(CCCC)CCCC.[F-] (TBAF). The solvent is C1CCOC1 (THF), C1CCOC1 (THF), CCOC(=O)C (EtOAc). Product: COC=1C=C2C(=NNC2=CC1OC)C(C)=O (1-(5,6-Dimethoxy-1H-indazol-3-yl)ethanone). RXN SMILES: [CH3:1][O:2][C:3]1[C:11]([O:12][CH3:13])=[CH:10][C:9]2[C:5](=[C:6]([C:22](=[O:24])[CH3:23])[N:7](COCC[Si](C)(C)C)[N:8]=2)[CH:4]=1.CCCC[N+](CCCC)(CCCC)CCCC.[F-]>C1COCC1.CCOC(C)=O>[CH3:1][O:2][C:3]1[CH:4]=[C:5]2[C:9](=[CH:10][C:11]=1[O:12][CH3:13])[NH:8][N:7]=[C:6]2[C:22](=[O:24])[CH3:23] |f:1.2|. Reported procedure: The title compound was prepared in a similar manner as described by G. Luo et al., J. Org. Chem. 2006, 71, 5392-5395: To a solution of 1-(5,6-dimethoxy-2-((2-(trimethylsilyl)ethoxy)methyl)-2H-indazol-3-yl]ethanone (200 mg, 0.57 mmol) in THF (6 mL) was added a 1M solution in THF of TBAF (2.85 mL, 2.85 mmol), and the mixture was heated to reflux for 16 h. The reaction mixture was then diluted with EtOAc and successively washed with water and brine, then dried (Phase separator) and evaporated. The ... The reactants are CN(CCN1C(=O)CCc2cc(NC(=N)c3cccs3)ccc21)C(=O)Oc1ccccc1, CCO, [Na+], [OH-], O. Product: CNCCN1C(=O)CCc2cc(NC(=N)c3cccs3)ccc21. RXN SMILES: [CH3:1][N:2]([C:3](=[O:4])[O:5][c:6]1[cH:7][cH:8][cH:9][cH:10][cH:11]1)[CH2:12][CH2:13][N:14]1[C:15](=[O:32])[CH2:16][CH2:17][c:18]2[cH:19][c:20]([NH:24][C:25](=[NH:26])[c:27]3[s:28][cH:29][cH:30][cH:31]3)[cH:21][cH:22][c:23]21.[CH3:35][CH2:36][OH:37].[Na+:34].[OH-:33].[OH2:38]>>[CH3:1][NH:2][CH2:12][CH2:13][N:14]1[C:15](=[O:32])[CH2:16][CH2:17][c:18]2[cH:19][c:20]([NH:24][C:25](=[NH:26])[c:27]3[s:28][cH:29][cH:30][cH:31]3)[cH:21][cH:22][c:23]21. Yields the product O=C1[C@@H]2N(C(=C(CS2)C)C(=O)OCC(Cl)(Cl)Cl)C1=O (2,2,2-trichloroethyl 7-oxo-3-methyl-3-cephem-4-carboxylate). Reactants: NC1[C@@H]2N(C(=C(CS2)C)C(=O)OCC(Cl)(Cl)Cl)C1=O (2,2,2-Trichloroethyl 7-amino-3-methyl-3-cephem-4-carboxylate), FC(S(=O)(=O)OS(=O)(=O)C(F)(F)F)(F)F (trifluoromethanesulfonic anhydride), Cl (hydrochloric acid). Reaction SMILES: N[CH:2]1[C:18](=[O:19])[N:4]2[C:5]([C:10]([O:12][CH2:13][C:14]([Cl:17])([Cl:16])[Cl:15])=[O:11])=[C:6]([CH3:9])[CH2:7][S:8][C@H:3]12.FC(F)(F)S(OS(C(F)(F)F)(=O)=O)(=O)=[O:23].Cl>C(N(CC)CC)C>[O:23]=[C:2]1[C:18](=[O:19])[N:4]2[C:5]([C:10]([O:12][CH2:13][C:14]([Cl:17])([Cl:16])[Cl:15])=[O:11])=[C:6]([CH3:9])[CH2:7][S:8][C@H:3]12. Procedure: 2,2,2-Trichloroethyl 7-amino-3-methyl-3-cephem-4-carboxylate, trifluoromethanesulfonic anhydride, triethylamine and hydrochloric acid were reacted in the same manners as those of Examples 1-4 to give 2,2,2-trichloroethyl 7-oxo-3-methyl-3-cephem-4-carboxylate. Run in C(C)N(CC)CC (triethylamine).